This data is from the Open Reaction Database (ORD), a public repository of structured organic reaction records. The task is: describe an organic reaction: reactants, conditions, products, and yield Starting materials: ClCCl, C=CC=CC(C)C(OC(N)=O)C(C)C(O[Si](C)(C)C(C)(C)C)C(C)C(=O)N(C)CC(C)C(O[Si](C)(C)C(C)(C)C)C(C)C=CCO. Product: C=CC=CC(C)C(OC(N)=O)C(C)C(O[Si](C)(C)C(C)(C)C)C(C)C(=O)N(C)CC(C)C(O[Si](C)(C)C(C)(C)C)C(C)C=CC=O. As a reaction SMILES: [Cl:47][CH2:48][Cl:49].[NH2:1][C:2](=[O:3])[O:4][CH:5]([CH:6]([CH:7]([CH:8]([C:9](=[O:10])[N:11]([CH3:12])[CH2:13][CH:14]([CH:15]([CH:16]([CH:17]=[CH:18][CH2:19][OH:20])[CH3:21])[O:22][Si:23]([CH3:24])([CH3:25])[C:26]([CH3:27])([CH3:28])[CH3:29])[CH3:30])[CH3:31])[O:32][Si:33]([CH3:34])([CH3:35])[C:36]([CH3:37])([CH3:38])[CH3:39])[CH3:40])[CH:41]([CH:42]=[CH:43][CH:44]=[CH2:45])[CH3:46]>>[NH2:1][C:2](=[O:3])[O:4][CH:5]([CH:6]([CH:7]([CH:8]([C:9](=[O:10])[N:11]([CH3:12])[CH2:13][CH:14]([CH:15]([CH:16]([CH:17]=[CH:18][CH:19]=[O:20])[CH3:21])[O:22][Si:23]([CH3:24])([CH3:25])[C:26]([CH3:27])([CH3:28])[CH3:29])[CH3:30])[CH3:31])[O:32][Si:33]([CH3:34])([CH3:35])[C:36]([CH3:37])([CH3:38])[CH3:39])[CH3:40])[CH:41]([CH:42]=[CH:43][CH:44]=[CH2:45])[CH3:46].